This data is from the Open Reaction Database (ORD), a public repository of structured organic reaction records. The task is: describe an organic reaction: reactants, conditions, products, and yield The reactants are NC=1C=CC(=C(NC2=NC(=NC(=C2)C(F)(F)F)C2=CC=NC=C2)C1)C (4-(5-amino-2-methylanilino)-2-(4-pyridinyl)-6-(trifluoromethyl)pyrimidine), C1(=CC=C(C=C1)C(=O)Cl)C (p-toluoyl chloride), O (water). The solvent is N1=CC=CC=C1 (pyridine). Run at time 15 hour. Yields the product CC1=CC=C(C(=O)NC2=CC(=C(C=C2)C)NC2=NC(=NC(=C2)C(F)(F)F)C2=CC=NC=C2)C=C1 (4-Methyl-N-[4-methyl-3-(2-pyridin-4-yl-6-(trifluoromethyl)pyrimidin-4-ylamino)-phenyl]benzamide). Yield: 94.0%. As a reaction SMILES: [NH2:1][C:2]1[CH:3]=[CH:4][C:5]([CH3:25])=[C:6]([CH:24]=1)[NH:7][C:8]1[CH:13]=[C:12]([C:14]([F:17])([F:16])[F:15])[N:11]=[C:10]([C:18]2[CH:23]=[CH:22][N:21]=[CH:20][CH:19]=2)[N:9]=1.[C:26]1([CH3:35])[CH:31]=[CH:30][C:29]([C:32](Cl)=[O:33])=[CH:28][CH:27]=1.O>N1C=CC=CC=1>[CH3:35][C:26]1[CH:31]=[CH:30][C:29]([C:32]([NH:1][C:2]2[CH:3]=[CH:4][C:5]([CH3:25])=[C:6]([NH:7][C:8]3[CH:13]=[C:12]([C:14]([F:16])([F:17])[F:15])[N:11]=[C:10]([C:18]4[CH:23]=[CH:22][N:21]=[CH:20][CH:19]=4)[N:9]=3)[CH:24]=2)=[O:33])=[CH:28][CH:27]=1. Procedure details: A mixture of 4-(5-amino-2-methylanilino)-2-(4-pyridinyl)-6-(trifluoromethyl)pyrimidine (20 mg, 0.058 mmol) and p-toluoyl chloride in pyridine (5 ml) was stirred at room temperature for 15 h. Then water was added to the mixture. The resulting precipitate was filtered, washed with excess water and dried to give a tan solid (26 mg, 94%). 1H NMR (CDCl3): 8.77 (dd, J=1.8, 4.5 Hz, 2H), 8.29 (dd, J=1.8, 4.5 Hz, 2H), 8.00 (s, 1H), 7.83 (s, 1H), 7.78 (d, J=8.1 Hz, 2H), 7.38 (dd, J=2.1, 8.4 Hz, 1H), 7.34 ... Reactants: O=C([O-])O, CO, COc1ccccc1N(CCN1CCC(C(=O)c2ccc(F)cc2)CC1)S(=O)(=O)c1ccc(COC2CCCCO2)cc1, [Na+], O, Cc1ccc(S(=O)(=O)O)cc1. The product is COc1ccccc1N(CCN1CCC(C(=O)c2ccc(F)cc2)CC1)S(=O)(=O)c1ccc(CO)cc1. RXN SMILES: [C:56](=[O:57])([OH:58])[O-:59].[CH3:61][OH:62].[F:1][c:2]1[cH:3][cH:4][c:5]([C:6](=[O:7])[CH:8]2[CH2:9][CH2:10][N:11]([CH2:14][CH2:15][N:16]([S:17](=[O:18])(=[O:19])[c:20]3[cH:21][cH:22][c:23]([CH2:26][O:27][CH:28]4[CH2:29][CH2:30][CH2:31][CH2:32][O:33]4)[cH:24][cH:25]3)[c:34]3[c:35]([O:40][CH3:41])[cH:36][cH:37][cH:38][cH:39]3)[CH2:12][CH2:13]2)[cH:42][cH:43]1.[Na+:60].[OH2:44].[c:45]1([CH3:46])[cH:47][cH:48][c:49]([S:50]([OH:51])(=[O:52])=[O:53])[cH:54][cH:55]1>>[F:1][c:2]1[cH:3][cH:4][c:5]([C:6](=[O:7])[CH:8]2[CH2:9][CH2:10][N:11]([CH2:14][CH2:15][N:16]([S:17](=[O:18])(=[O:19])[c:20]3[cH:21][cH:22][c:23]([CH2:26][OH:27])[cH:24][cH:25]3)[c:34]3[c:35]([O:40][CH3:41])[cH:36][cH:37][cH:38][cH:39]3)[CH2:12][CH2:13]2)[cH:42][cH:43]1. Starting materials: Cc1cccc(C=NNc2cc(N3CCOCC3)nc(CCCO)n2)c1, COc1cccc(N=C=O)c1, CN(C)c1ccccn1, CC#N. Yields the product COc1cccc(NC(=O)OCCCc2nc(NN=Cc3cccc(C)c3)cc(N3CCOCC3)n2)c1. RXN SMILES: [CH3:1][c:2]1[cH:3][c:4]([CH:5]=[N:6][NH:7][c:8]2[n:9][c:10]([CH2:20][CH2:21][CH2:22][OH:23])[n:11][c:12]([N:14]3[CH2:15][CH2:16][O:17][CH2:18][CH2:19]3)[cH:13]2)[cH:24][cH:25][cH:26]1.[CH3:27][O:28][c:29]1[cH:30][c:31]([N:35]=[C:36]=[O:37])[cH:32][cH:33][cH:34]1.[CH3:38][N:39]([c:40]1[cH:41][cH:42][cH:43][cH:44][n:45]1)[CH3:46].[CH3:47][C:48]#[N:49]>>[CH3:1][c:2]1[cH:3][c:4]([CH:5]=[N:6][NH:7][c:8]2[n:9][c:10]([CH2:20][CH2:21][CH2:22][O:23][C:36]([NH:35][c:31]3[cH:30][c:29]([O:28][CH3:27])[cH:34][cH:33][cH:32]3)=[O:37])[n:11][c:12]([N:14]3[CH2:15][CH2:16][O:17][CH2:18][CH2:19]3)[cH:13]2)[cH:24][cH:25][cH:26]1. Reactants: N#Cc1cc(F)ccc1C1CCN(CCCNC(=O)N2C(=O)OC(COC3CCCCO3)C2c2ccc(F)c(F)c2)CC1, CO, Cc1ccc(S(=O)(=O)O)cc1. Product: N#Cc1cc(F)ccc1C1CCN(CCCNC(=O)N2C(=O)OC(CO)C2c2ccc(F)c(F)c2)CC1. Reaction SMILES: [C:1](#[N:2])[c:3]1[c:4]([CH:10]2[CH2:11][CH2:12][N:13]([CH2:16][CH2:17][CH2:18][NH:19][C:20](=[O:21])[N:22]3[C:23](=[O:43])[O:24][CH:25]([CH2:35][O:36][CH:37]4[CH2:38][CH2:39][CH2:40][CH2:41][O:42]4)[CH:26]3[c:27]3[cH:28][c:29]([F:34])[c:30]([F:33])[cH:31][cH:32]3)[CH2:14][CH2:15]2)[cH:5][cH:6][c:7]([F:9])[cH:8]1.[CH3:55][OH:56].[c:44]1([CH3:45])[cH:46][cH:47][c:48]([S:49]([OH:50])(=[O:51])=[O:52])[cH:53][cH:54]1>>[C:1](#[N:2])[c:3]1[c:4]([CH:10]2[CH2:11][CH2:12][N:13]([CH2:16][CH2:17][CH2:18][NH:19][C:20](=[O:21])[N:22]3[C:23](=[O:43])[O:24][CH:25]([CH2:35][OH:36])[CH:26]3[c:27]3[cH:28][c:29]([F:34])[c:30]([F:33])[cH:31][cH:32]3)[CH2:14][CH2:15]2)[cH:5][cH:6][c:7]([F:9])[cH:8]1. The reactants are ClC1=CC=C2C(=CNC2=C1)C(=O)N1CCC(CC1)C1=C(C=CC=C1)OC(C)C ((6-chloro-1H-indol-3-yl)-[4-(2-isopropoxy-phenyl)-piperidin-1-yl]-methanone), ClCC(=O)N(C)C (2-chloro-N,N-dimethyl-acetamide). Yields the product ClC1=CC=C2C(=CN(C2=C1)CC(=O)N(C)C)C(=O)N1CCC(CC1)C1=C(C=CC=C1)OC(C)C (2-{6-Chloro-3-[4-(2-isopropoxy-phenyl)-piperidine-1-carbonyl]-indol-1-yl}-N,N-dimethyl-acetamide). Reaction SMILES: [Cl:1][C:2]1[CH:10]=[C:9]2[C:5]([C:6]([C:11]([N:13]3[CH2:18][CH2:17][CH:16]([C:19]4[CH:24]=[CH:23][CH:22]=[CH:21][C:20]=4[O:25][CH:26]([CH3:28])[CH3:27])[CH2:15][CH2:14]3)=[O:12])=[CH:7][NH:8]2)=[CH:4][CH:3]=1.Cl[CH2:30][C:31]([N:33]([CH3:35])[CH3:34])=[O:32]>>[Cl:1][C:2]1[CH:10]=[C:9]2[C:5]([C:6]([C:11]([N:13]3[CH2:18][CH2:17][CH:16]([C:19]4[CH:24]=[CH:23][CH:22]=[CH:21][C:20]=4[O:25][CH:26]([CH3:28])[CH3:27])[CH2:15][CH2:14]3)=[O:12])=[CH:7][N:8]2[CH2:30][C:31]([N:33]([CH3:35])[CH3:34])=[O:32])=[CH:4][CH:3]=1. Procedure details: Following general procedure II, the alkylation of (6-chloro-1H-indol-3-yl)-[4-(2-isopropoxy-phenyl)-piperidin-1-yl]-methanone (preparation described herein), with (commercially available) 2-chloro-N,N-dimethyl-acetamide gave the title compound. Starting materials: OC=1C=C(C=CC1)NS(=O)(=O)C1=CC=C2C=3C=CC(=CC3C(C2=C1)=O)S(=O)(=O)NC=1C=C(C=CC1)NC(C)=O (N-(3-{[(7-{[(3-Hydroxyphenyl)amino]sulfonyl}-9-oxo-9H-fluoren-2-yl)sulfonyl]amino}phenyl)acetamide). The solvent is C1CCOC1.CO (THF MeOH), [OH-].[Na+] (NaOH). Conditions: time 24 hour. Yields the product NC=1C=C(C=CC1)NS(=O)(=O)C1=CC=2C(C3=CC(=CC=C3C2C=C1)S(=O)(=O)NC1=CC(=CC=C1)O)=O (N-(3-Aminophenyl)-N′-(3-hydroxyphenyl)-9-oxo-9H-fluorene-2,7-disulfonamide). The yield is 59.5%. As a reaction SMILES: [OH:1][C:2]1[CH:3]=[C:4]([NH:8][S:9]([C:12]2[CH:24]=[C:23]3[C:15]([C:16]4[CH:17]=[CH:18][C:19]([S:26]([NH:29][C:30]5[CH:31]=[C:32]([NH:36]C(=O)C)[CH:33]=[CH:34][CH:35]=5)(=[O:28])=[O:27])=[CH:20][C:21]=4[C:22]3=[O:25])=[CH:14][CH:13]=2)(=[O:11])=[O:10])[CH:5]=[CH:6][CH:7]=1>C1COCC1.CO.[OH-].[Na+]>[NH2:36][C:32]1[CH:31]=[C:30]([NH:29][S:26]([C:19]2[CH:18]=[CH:17][C:16]3[C:15]4[C:23](=[CH:24][C:12]([S:9]([NH:8][C:4]5[CH:5]=[CH:6][CH:7]=[C:2]([OH:1])[CH:3]=5)(=[O:10])=[O:11])=[CH:13][CH:14]=4)[C:22](=[O:25])[C:21]=3[CH:20]=2)(=[O:27])=[O:28])[CH:35]=[CH:34][CH:33]=1 |f:1.2,3.4|. Procedure: The product from Example 6A (289 mg, 0.554 mmol) in THF:MeOH (1:1, 20 mL) and 15% aq NaOH (10 mL) was heated at reflux. After 24 hours, the volatiles were evaporated at reduced pressure and the residue was partitioned between ethyl acetate and saturated NaHCO3. The separated aqueous phase was extracted with ethyl acetate. The combined organic extracts were washed with brine, dried (Na2SO4), filtered, and the filtrate concentrated under reduced pressure. The residue was purified by flash chromato... Reactants: C(=O)(O)C=1C=C(NC(C=COCC)=O)C=CC1 (m-carboxy-N-(β-ethoxyacryloyl)aniline), [OH-].[Na+] (sodium hydroxide). Run in S(O)(O)(=O)=O (sulfuric acid). Run at time 2 hour. Product: C(=O)(O)C1=C2C=CC(NC2=CC=C1)=O (5-carboxycarbostyril). Reaction SMILES: [C:1]([C:4]1[CH:5]=[C:6]([CH:15]=[CH:16][CH:17]=1)[NH:7][C:8](=[O:14])[CH:9]=[CH:10]OCC)([OH:3])=[O:2].[OH-].[Na+]>S(=O)(=O)(O)O>[C:1]([C:4]1[CH:17]=[CH:16][CH:15]=[C:6]2[C:5]=1[CH:10]=[CH:9][C:8](=[O:14])[NH:7]2)([OH:3])=[O:2] |f:1.2|. Procedure: 8 Grams of m-carboxy-N-(β-ethoxyacryloyl)aniline was added in 80 ml of concentrated sulfuric acid and stirred at a room temperature for 2 hours, then stirred at 50° C. for 1 hour. The reaction mixture was poured into ice and the pH of the mixture was adjusted to pH 3-4 by adding 10N-sodium hydroxide aqueous solution. The precipitated crystals were collected by filtration and washed with water, recrystallized from dimethylformamide to obtain 4.26 g of 5-carboxycarbostyril. Light yellow powdery cr... Starting materials: ClC1=CC=CC=2SC(=CC21)C(=O)NC=2C=CC(=NC2)N2CCN(CC2)C(CC(C(=O)O)(C)C)=O (4-(4-{5-[(4-chloro-benzo[b]thiophene-2-carbonyl)-amino]-pyridin-2-yl}-piperazin-1-yl)-2,2-dimethyl-4-oxo-butyric acid), 4-(4-{5-[(1-ethyl-4-isobutoxy-1,1-indole-2-carbonyl)-amino]-pyridin-2-yl}-piperazin-1-yl)-2,2-dimethyl-4-oxo-butyric acid, N1(CCNCC1)C1=CC=C(C=N1)NC(=O)C=1N(C2=CC=CC(=C2C1)OCC(C)C)CC (1-ethyl-4-isobutoxy-1H-indole-2-carboxylic acid (6-piperazin-1-yl-pyridin-3-yl)-amide), CC1(C(=O)OC(C1)=O)C (2,2-dimethylsuccinic anhydride). Solvent: C(Cl)Cl (methylene chloride). Yields the product Cl.C(C)N1C(=CC2=C(C=CC=C12)OCC(C)C)C(=O)NC=1C=CC(=NC1)N1CCN(CC1)C(CC(C(=O)O)(C)C)=O (4-(4-{5-[(1-Ethyl-4-isobutoxy-1H-indole-2-carbonyl)-amino]-pyridin-2-yl}-piperazin-1-yl)-2,2-dimethyl-4-oxo-butyric acid hydrochloric acid). RXN SMILES: [Cl:1]C1C2C=C(C(NC3C=CC(N4CCN([C:26](=[O:34])[CH2:27][C:28]([CH3:33])([CH3:32])[C:29]([OH:31])=[O:30])CC4)=NC=3)=O)SC=2C=CC=1.[N:35]1([C:41]2[N:46]=[CH:45][C:44]([NH:47][C:48]([C:50]3[N:51]([CH2:64][CH3:65])[C:52]4[C:57]([CH:58]=3)=[C:56]([O:59][CH2:60][CH:61]([CH3:63])[CH3:62])[CH:55]=[CH:54][CH:53]=4)=[O:49])=[CH:43][CH:42]=2)[CH2:40][CH2:39][NH:38][CH2:37][CH2:36]1.CC1(C)CC(=O)OC1=O>C(Cl)Cl>[ClH:1].[CH2:64]([N:51]1[C:52]2[C:57](=[C:56]([O:59][CH2:60][CH:61]([CH3:62])[CH3:63])[CH:55]=[CH:54][CH:53]=2)[CH:58]=[C:50]1[C:48]([NH:47][C:44]1[CH:43]=[CH:42][C:41]([N:35]2[CH2:40][CH2:39][N:38]([C:26](=[O:34])[CH2:27][C:28]([CH3:33])([CH3:32])[C:29]([OH:31])=[O:30])[CH2:37][CH2:36]2)=[N:46][CH:45]=1)=[O:49])[CH3:65] |f:4.5|. Procedure: With a method similar to that used for the preparation of 4-(4-{5-[(4-chloro-benzo[b]thiophene-2-carbonyl)-amino]-pyridin-2-yl}-piperazin-1-yl)-2,2-dimethyl-4-oxo-butyric acid, 4-(4-{5-[(1-ethyl-4-isobutoxy-1,1-indole-2-carbonyl)-amino]-pyridin-2-yl}-piperazin-1-yl)-2,2-dimethyl-4-oxo-butyric acid was prepared from 1-ethyl-4-isobutoxy-1H-indole-2-carboxylic acid (6-piperazin-1-yl-pyridin-3-yl)-amide and 2,2-dimethylsuccinic anhydride. The desired product was dissolved in methylene chloride and t... Reactants: COC[C@H]1N(CCC1)S(=O)(=O)C=1C=C2C3(C(NC2=CC1)=O)OCCCO3 (5′-{[(2S)-2-(methoxymethyl)pyrrolidin-1-yl]sulfonyl}spiro[1,3-dioxane-2,3′-indol]-2′(1′H)-one), ClCC1(CCCCC1)C#N (1-chloromethyl-cyclohexanecarbonitrile). The product is COC[C@H]1N(CCC1)S(=O)(=O)C1=CC=2C(C=3N(C2C=C1)CC1(CN3)CCCCC1)=O (8′-{[(2S)-2-(Methoxymethyl)pyrrolidin-1-yl]sulfonyl}spiro[cyclohexane-1,3′-pyrimido[1,2-a]indol]-10′(2′H)-one). Reaction SMILES: [CH3:1][O:2][CH2:3][C@@H:4]1[CH2:8][CH2:7][CH2:6][N:5]1[S:9]([C:12]1[CH:13]=[C:14]2[C:18](=[CH:19][CH:20]=1)[NH:17][C:16](=O)[C:15]12[O:26]CCCO1)(=[O:11])=[O:10].Cl[CH2:28][C:29]1([C:35]#[N:36])[CH2:34][CH2:33][CH2:32][CH2:31][CH2:30]1>>[CH3:1][O:2][CH2:3][C@@H:4]1[CH2:8][CH2:7][CH2:6][N:5]1[S:9]([C:12]1[CH:20]=[CH:19][C:18]2[N:17]3[CH2:28][C:29]4([CH2:34][CH2:33][CH2:32][CH2:31][CH2:30]4)[CH2:35][N:36]=[C:16]3[C:15](=[O:26])[C:14]=2[CH:13]=1)(=[O:11])=[O:10]. Reported procedure: The title compound was prepared as a yellow foam from 5′-{[(2S)-2-(methoxymethyl)pyrrolidin-1-yl]sulfonyl}spiro[1,3-dioxane-2,3′-indol]-2′(1′H)-one and 1-chloromethyl-cyclohexanecarbonitrile (Syn. Comm. 20(12) 1757, 1990) using a procedure similar to that of steps 3-5 of Example 12. NMR (400 Mz, DMSO-d6): consistent. MS: (ES−) m/z 430 [M−H]. Reactants: C1COCCO1, CCO, Cl, CCOC(=O)c1cccc(Nc2ncccc2[N+](=O)[O-])c1, [Na+], [OH-]. Yields the product O=C(O)c1cccc(Nc2ncccc2[N+](=O)[O-])c1. As a reaction SMILES: [CH2:28]1[O:29][CH2:30][CH2:31][O:32][CH2:33]1.[CH3:25][CH2:26][OH:27].[ClH:24].[N+:3](=[O:4])([O-:5])[c:6]1[c:7]([NH:12][c:13]2[cH:14][c:15]([C:16](=[O:17])[O:18][CH2:19][CH3:20])[cH:21][cH:22][cH:23]2)[n:8][cH:9][cH:10][cH:11]1.[Na+:2].[OH-:1]>>[N+:3](=[O:4])([O-:5])[c:6]1[c:7]([NH:12][c:13]2[cH:14][c:15]([C:16](=[O:17])[OH:18])[cH:21][cH:22][cH:23]2)[n:8][cH:9][cH:10][cH:11]1.